This data is from the Open Reaction Database (ORD), a public repository of structured organic reaction records. The task is: describe an organic reaction: reactants, conditions, products, and yield Starting materials: Tris(dibenzylidene-acetone)dipalladium (0), BrC1=C(C=CC(=C1)C)OC (2-bromo-4-methylanisole), N1CCNCC1 (piperazine), C1(=CC=CC=C1)P(C1=C(C2=CC=CC=C2C=C1)C1=C(C=CC2=CC=CC=C12)P(C1=CC=CC=C1)C1=CC=CC=C1)C1=CC=CC=C1 (racemic-2,2′-Bis(diphenylphosphino)-1,1′-binaphthyl), C([O-])([O-])=O.[Cs+].[Cs+] (cesium carbonate). Solvent: C1(=CC=CC=C1)C (toluene). Product: COC1=C(C=C(C=C1)C)N1CCNCC1 (1-(2-Methoxy-5-methyl-phenyl)-piperazine). Isolated yield 67.1%. As a reaction SMILES: C1(P(C2C=CC=CC=2)C2C=CC3C(=CC=CC=3)C=2C2C3C(=CC=CC=3)C=CC=2P(C2C=CC=CC=2)C2C=CC=CC=2)C=CC=CC=1.C(=O)([O-])[O-].[Cs+].[Cs+].Br[C:54]1[CH:59]=[C:58]([CH3:60])[CH:57]=[CH:56][C:55]=1[O:61][CH3:62].[NH:63]1[CH2:68][CH2:67][NH:66][CH2:65][CH2:64]1>C1(C)C=CC=CC=1>[CH3:62][O:61][C:55]1[CH:56]=[CH:57][C:58]([CH3:60])=[CH:59][C:54]=1[N:63]1[CH2:68][CH2:67][NH:66][CH2:65][CH2:64]1 |f:1.2.3|. Procedure details: 15 mg (0.016 mmol, 0.027 eq) Tris(dibenzylidene-acetone)dipalladium (0) (Pd2dba3), 27 mg (0.043 mmol, 0.072 eq) racemic-2,2′-Bis(diphenylphosphino)-1,1′-binaphthyl [(±)-BINAP] and 450 mg (1.38 mmol, 2.3 eq) cesium carbonate were combined in a microwave vial. 1.5 mL anhydrous toluene was added, followed by 121 mg (0.60 mmol, 1.0 eq) 2-bromo-4-methylanisole and 207 mg (2.40 mmol, 4.0 eq) piperazine. The vial was flushed with nitrogen prior to being microwaved at 140° C. for 30 minutes. The reactio... RXN SMILES: C1CCC(N=C=NC2CCCCC2)CC1.[OH:16][C:17]([CH:19]([C:31]([F:34])([F:33])[F:32])[CH2:20][NH:21][C:22]([NH:24][C:25]1[CH:30]=[CH:29][CH:28]=[CH:27][CH:26]=1)=[O:23])=O>CN(C=O)C>[C:25]1([N:24]2[C:17](=[O:16])[CH:19]([C:31]([F:34])([F:33])[F:32])[CH2:20][NH:21][C:22]2=[O:23])[CH:30]=[CH:29][CH:28]=[CH:27][CH:26]=1. Procedure: A solution of DCC (206 mg; 1.0 mmole) in DMF (0.5 ml) was added dropwise to a solution of 1-(2-hydroxycarbonyl-3,3,3-trifluoropropyl)-3-phenylurea (276 mg; 1.0 mmole) obtained above in DMF (1 ml), and the mixture was stirred for 1 hour. The precipitated solid was filtered off, and washed with ethyl acetate. The solvents were evaporated under reduced pressure from the combined filtrates. The residue was purified by a column chromatography on silica gel (ethyl acetate:chloroform=1:3) to give 120 m... Conditions: time 1 hour. Run in CN(C)C=O (DMF), CN(C)C=O (DMF). Yields the product C1(=CC=CC=C1)N1C(NCC(C1=O)C(F)(F)F)=O (3-phenyl-5-trifluoromethyl-5,6-dihydrouracil). Starting materials: C1CCC(CC1)N=C=NC2CCCCC2 (DCC), OC(=O)C(CNC(=O)NC1=CC=CC=C1)C(F)(F)F (1-(2-hydroxycarbonyl-3,3,3-trifluoropropyl)-3-phenylurea). Isolated yield 46.5%. Reactants: C1=CC=CC2=C1OC1=C(CC(C2)=O)C=CC=C1 (5H-Dibenz[b,g]oxocin-6(7H)-one), CNC=O (methylformamide), O.O.O.O.O.O.[Cl-].[Mg+2].[Cl-] (magnesium chloride hexahydrate). Run in O (water), C([O-])([O-])=O.[Na+].[Na+] (sodium carbonate), C(=O)O (formic acid). Yields the product CNC(=O)C1CC2=C(OC3=C(C1)C=CC=C3)C=CC=C2 (6,7-Dihydro-N-methyl-5H-dibenz[b,g]oxocine-6-formamide). Reaction SMILES: [CH:1]1[C:6]2[O:7][C:8]3[CH:17]=[CH:16][CH:15]=[CH:14][C:9]=3[CH2:10][C:11](=O)[CH2:12][C:5]=2[CH:4]=[CH:3][CH:2]=1.O.O.O.O.O.O.[Cl-].[Mg+2].[Cl-].[CH3:27][NH:28][CH:29]=[O:30]>C(O)=O.O.C(=O)([O-])[O-].[Na+].[Na+]>[CH3:27][NH:28][C:29]([CH:11]1[CH2:12][C:5]2[CH:4]=[CH:3][CH:2]=[CH:1][C:6]=2[O:7][C:8]2[CH:17]=[CH:16][CH:15]=[CH:14][C:9]=2[CH2:10]1)=[O:30] |f:1.2.3.4.5.6.7.8.9,13.14.15|. Procedure details: 5H-Dibenz[b,g]oxocin-6(7H)-one (3 g - as prepared in B) was dissolved in a mixture of formic acid (3 ml) and methylformamide (12 ml) containing magnesium chloride hexahydrate (0.6 g), and the solution was refluxed for three hours. The cooled reaction mixture was diluted with water and neutralised with sodium carbonate solution, then the product was extracted into 1,1'-oxybisethane. The extract was washed with water, sodium carbonate solution and water then dried over sodium sulphate, and evapora... The reactants are C(C=C)S[C@]1(C[C@H](N(C1)C([C@H](CCCCC=C)NC(=O)OC(C)(C)C)=O)C(=O)OC)C1=CC=C(C=C1)C1=CC=CC=C1 ((2S,4R)-methyl 4-(allylthio)-4-(biphenyl-4-yl)-1-((S)-2-(tert-butoxycarbonylamino)oct-7-enoyl)pyrrolidine-2-carboxylate), SC1=C(C(=O)O)C=CC=N1 (2-Mercaptonicotinic acid). The reagents and catalysts are CC1=CC(=C(C(=C1)C)N2CCN(C2=[Ru](=CC3=C(C=CC=C3)OC(C)C)(Cl)Cl)C4=C(C=C(C=C4C)C)C)C (Hoveyda-Grubbs Catalyst 2nd Generation). Run in ClCCl (Dichloromethane). The product is desired product, C1(=CC=C(C=C1)[C@]12SC/C=C/CCCC[C@@H](C(N([C@@H](C1)C(=O)OC)C2)=O)NC(=O)OC(C)(C)C)C2=CC=CC=C2 ((3S,12R,14S,E)-methyl 12-(biphenyl-4-yl)-3-(tert-butoxycarbonylamino)-2-oxo-11-thia-1-azabicyclo[10.2.1]pentadec-8-ene-14-carboxylate). Isolated yield 74.3%. Reaction SMILES: [CH2:1]([S:4][C@:5]1([C:31]2[CH:36]=[CH:35][C:34]([C:37]3[CH:42]=[CH:41][CH:40]=[CH:39][CH:38]=3)=[CH:33][CH:32]=2)[CH2:9][N:8]([C:10](=[O:26])[C@@H:11]([NH:18][C:19]([O:21][C:22]([CH3:25])([CH3:24])[CH3:23])=[O:20])[CH2:12][CH2:13][CH2:14][CH2:15][CH:16]=[CH2:17])[C@H:7]([C:27]([O:29][CH3:30])=[O:28])[CH2:6]1)C=C.SC1N=CC=CC=1C(O)=O>ClCCl.CC1C=C(C)C(N2C(=[Ru](Cl)(Cl)=CC3C=CC=CC=3OC(C)C)N(C3C(C)=CC(C)=CC=3C)CC2)=C(C)C=1>[C:34]1([C:37]2[CH:38]=[CH:39][CH:40]=[CH:41][CH:42]=2)[CH:33]=[CH:32][C:31]([C@@:5]23[CH2:9][N:8]([C@H:7]([C:27]([O:29][CH3:30])=[O:28])[CH2:6]2)[C:10](=[O:26])[C@@H:11]([NH:18][C:19]([O:21][C:22]([CH3:24])([CH3:25])[CH3:23])=[O:20])[CH2:12][CH2:13][CH2:14][CH2:15][CH:16]=[CH:17][CH2:1][S:4]3)=[CH:36][CH:35]=1. Procedure: A solution of (2S,4R)-methyl 4-(allylthio)-4-(biphenyl-4-yl)-1-((S)-2-(tert-butoxycarbonylamino)oct-7-enoyl)pyrrolidine-2-carboxylate (120 mg, 0.202 mmol) in Dichloromethane (50 mL) was purged with nitrogen for 30 min. And then Hoveyda-Grubbs Catalyst 2nd Generation (153 mg, 0.243 mmol) was added. The resulting green solution was heated to reflux for 5 h. The reaction was quenched with 2-Mercaptonicotinic acid (62.8 mg, 0.405 mmol) and washed with sat. Na2CO3, and brine. Dried over MgSO4, filter... Starting materials: Clc1ccc2[nH]c(Cl)nc2c1, FC(F)(F)c1cccnc1N1CCNCC1. Yields the product FC(F)(F)c1cccnc1N1CCN(c2nc3ccc(Cl)cc3[nH]2)CC1. RXN SMILES: [Cl:1][c:2]1[n:3][c:4]2[c:5]([nH:6]1)[cH:7][cH:8][c:9]([Cl:11])[cH:10]2.[F:12][C:13]([c:14]1[c:15]([N:20]2[CH2:21][CH2:22][NH:23][CH2:24][CH2:25]2)[n:16][cH:17][cH:18][cH:19]1)([F:26])[F:27]>>[c:2]1([N:23]2[CH2:22][CH2:21][N:20]([c:15]3[c:14]([C:13]([F:12])([F:26])[F:27])[cH:19][cH:18][cH:17][n:16]3)[CH2:25][CH2:24]2)[nH:3][c:4]2[c:5]([n:6]1)[cH:7][cH:8][c:9]([Cl:11])[cH:10]2. Starting materials: BrC=1C=C2C(=C(C(NC2=CC1)=O)C1=CC(=NO1)C)C1=CC=CC=C1 (6-bromo-3-(3-methyl-isoxazol-5-yl)-4-phenyl-1H-quinolin-2-one), C1(=CC=CC=C1)B(O)O (phenyl boronic acid), C(=O)([O-])[O-].[Na+].[Na+] (Na2CO3), CCO (EtOH). The reagents and catalysts are C=1C=CC(=CC1)[P](C=2C=CC=CC2)(C=3C=CC=CC3)[Pd]([P](C=4C=CC=CC4)(C=5C=CC=CC5)C=6C=CC=CC6)([P](C=7C=CC=CC7)(C=8C=CC=CC8)C=9C=CC=CC9)[P](C=1C=CC=CC1)(C=1C=CC=CC1)C=1C=CC=CC1 (Pd(PPh3)4). Run in C1(=CC=CC=C1)C (toluene). Run at temperature 80 celsius. The product is CC1=NOC(=C1)C=1C(NC2=CC=C(C=C2C1C1=CC=CC=C1)C1=CC=CC=C1)=O (3-(3-Methyl-isoxazol-5-yl)-4,6-diphenyl-1H-quinolin-2-one). As a reaction SMILES: Br[C:2]1[CH:3]=[C:4]2[C:9](=[CH:10][CH:11]=1)[NH:8][C:7](=[O:12])[C:6]([C:13]1[O:17][N:16]=[C:15]([CH3:18])[CH:14]=1)=[C:5]2[C:19]1[CH:24]=[CH:23][CH:22]=[CH:21][CH:20]=1.[C:25]1(B(O)O)[CH:30]=[CH:29][CH:28]=[CH:27][CH:26]=1.C([O-])([O-])=O.[Na+].[Na+].CCO>C1C=CC([P]([Pd]([P](C2C=CC=CC=2)(C2C=CC=CC=2)C2C=CC=CC=2)([P](C2C=CC=CC=2)(C2C=CC=CC=2)C2C=CC=CC=2)[P](C2C=CC=CC=2)(C2C=CC=CC=2)C2C=CC=CC=2)(C2C=CC=CC=2)C2C=CC=CC=2)=CC=1.C1(C)C=CC=CC=1>[CH3:18][C:15]1[CH:14]=[C:13]([C:6]2[C:7](=[O:12])[NH:8][C:9]3[C:4]([C:5]=2[C:19]2[CH:24]=[CH:23][CH:22]=[CH:21][CH:20]=2)=[CH:3][C:2]([C:25]2[CH:30]=[CH:29][CH:28]=[CH:27][CH:26]=2)=[CH:11][CH:10]=3)[O:17][N:16]=1 |f:2.3.4,^1:46,48,67,86|. Procedure details: A flask was charged with 6-bromo-3-(3-methyl-isoxazol-5-yl)-4-phenyl-1H-quinolin-2-one (25 mg, 0.066 mmol)(Example 39), phenyl boronic acid (12 mg, 0.098 mmol), Pd(PPh3)4 (7 mg, 10 mol %), 2 M Na2CO3 (0.25 mL), EtOH (0.25 mL), and toluene (0.5 mL) and heated for 2 hrs at 80° C. The reaction was diluted with EtAc (10 mL) and washed with brine (2×10 mL). The organic layer was concentrated and the title product (12 mg, 50%) eluted from a 5 g SPE with 50% EtAc/hex. 1H NMR (400 MHz, CDCl3) δ 11.42 (s...